Dataset: the Open Reaction Database (ORD), a public repository of structured organic reaction records. Task: describe an organic reaction: reactants, conditions, products, and yield Run in C(C)(=O)OCC (ethyl acetate), C1(=CC=CC=C1)C (toluene). Reaction SMILES: [Cl:1][C:2]1[CH:3]=[C:4]([CH:7]=[C:8]([Cl:22])[C:9]=1[O:10][C:11]1[CH:16]=[CH:15][C:14]([O:17][CH3:18])=[C:13]([CH:19]([CH3:21])[CH3:20])[CH:12]=1)[CH:5]=O.[CH2:23]1[S:29][C:27](=[O:28])[NH:26][C:24]1=[O:25].C([O-])(=O)C.[NH2+]1CCCCC1.N1CCCCC1.C(O)(=O)C>C1(C)C=CC=CC=1.C(OCC)(=O)C>[Cl:1][C:2]1[CH:3]=[C:4]([CH:7]=[C:8]([Cl:22])[C:9]=1[O:10][C:11]1[CH:16]=[CH:15][C:14]([O:17][CH3:18])=[C:13]([CH:19]([CH3:21])[CH3:20])[CH:12]=1)[CH:5]=[C:23]1[S:29][C:27](=[O:28])[NH:26][C:24]1=[O:25] |f:2.3|. Starting materials: ClC=1C=C(C=O)C=C(C1OC1=CC(=C(C=C1)OC)C(C)C)Cl (3,5-Dichloro-4-(3-isopropyl-4-methoxy-phenoxy)-benzaldehyde), C1C(=O)NC(=O)S1 (thiazolidinedione), C(C)(=O)[O-].[NH2+]1CCCCC1 (piperidinium acetate), N1CCCCC1 (piperidine), C(C)(=O)O (acetic acid). Procedure details: To a suspension of the title compound from Step B (60 mg, 0.18 mmol) and thiazolidinedione (21 mg, 0.18 mmol) in dry toluene (2 ml) was added a catalytic amount of piperidinium acetate which was generated by the addition of piperidine (1.5 mg, 0.018 mmol) and acetic acid (1.1 mg, 0.018 mmol). The mixture was heated to reflux under nitrogen for two hours. The solution was cooled, diluted with ethyl acetate (15 ml), washed with 1N HCl (3×10 ml) and brine (10 ml), dried, filtered, and concentrated.... Yields the product ClC=1C=C(C=C2C(NC(S2)=O)=O)C=C(C1OC1=CC(=C(C=C1)OC)C(C)C)Cl (5-[3,5-Dichloro-4-(3-isopropyl-4-methoxy-phenoxy)-benzylidene]-thiazolidine-2,4-dione). The yield is 33.1%. Reactants: C1(CCC1)NC(NC1=C(C=C(C(=O)N2CCN(CC2)CC=2C=C(C(=O)OC)C=CN2)C=C1)F)=O (Methyl 2-((4-(4-(3-cyclobutylureido)-3-fluorobenzoyl)piperazin-1-yl)methyl)isonicotinate), [OH-].[Na+] (sodium hydroxide). Run in CO (methanol). Product: C1(CCC1)NC(NC1=C(C=C(C(=O)N2CCN(CC2)CC=2C=C(C(=O)[O-])C=CN2)C=C1)F)=O.[Na+] (Sodium 2-((4-(4-(3-cyclobutylureido)-3-fluorobenzoyl)piperazin-1-yl)methyl)isonicotinate). The yield is 95.7%. Reaction SMILES: [CH:1]1([NH:5][C:6](=[O:34])[NH:7][C:8]2[CH:32]=[CH:31][C:11]([C:12]([N:14]3[CH2:19][CH2:18][N:17]([CH2:20][C:21]4[CH:22]=[C:23]([CH:28]=[CH:29][N:30]=4)[C:24]([O:26]C)=[O:25])[CH2:16][CH2:15]3)=[O:13])=[CH:10][C:9]=2[F:33])[CH2:4][CH2:3][CH2:2]1.[OH-].[Na+:36]>CO>[CH:1]1([NH:5][C:6](=[O:34])[NH:7][C:8]2[CH:32]=[CH:31][C:11]([C:12]([N:14]3[CH2:19][CH2:18][N:17]([CH2:20][C:21]4[CH:22]=[C:23]([CH:28]=[CH:29][N:30]=4)[C:24]([O-:26])=[O:25])[CH2:16][CH2:15]3)=[O:13])=[CH:10][C:9]=2[F:33])[CH2:4][CH2:3][CH2:2]1.[Na+:36] |f:1.2,4.5|. Procedure details: Methyl 2-((4-(4-(3-cyclobutylureido)-3-fluorobenzoyl)piperazin-1-yl)methyl)isonicotinate (1.746 mmol, 0.82 g) and sodium hydroxide (1.746 mmol, 0.070 g) were heated to reflux in methanol (20 mL) for 18 hours. The reaction mixture was concentrated at reduced pressure to afford the title compound (798 mg). Starting materials: CC1(OC2=C(C(=CC(=C2)CCCCC)O)C=2C1=CC=NC2)C (5,5-dimethyl-10-hydroxy-8-(1-pentyl)-5H-[1]benzopyrano[3,4-d]pyridine), Cl.N1(CCCCC1)CCCC(=O)O (γ-piperidinobutyric acid hydrochloride), C1(CCCCC1)N=C=NC1CCCCC1 (dicyclohexylcarbodiimide). The product is Cl.CC1(OC2=C(C(=CC(=C2)CCCCC)OC(CCCN2CCCCC2)=O)C=2C1=CC=NC2)C (5,5-Dimethyl-8-(1-pentyl)-10-[4-(piperidino)butyryloxy]-5H-[1]benzopyrano[3,4-d]pyridine hydrochloride). As a reaction SMILES: [CH3:1][C:2]1([CH3:22])[C:17]2=[CH:18][CH:19]=[N:20][CH:21]=[C:16]2[C:5]2[C:6]([OH:15])=[CH:7][C:8]([CH2:10][CH2:11][CH2:12][CH2:13][CH3:14])=[CH:9][C:4]=2[O:3]1.[ClH:23].[N:24]1([CH2:30][CH2:31][CH2:32][C:33](O)=[O:34])[CH2:29][CH2:28][CH2:27][CH2:26][CH2:25]1.C1(N=C=NC2CCCCC2)CCCCC1>>[ClH:23].[CH3:22][C:2]1([CH3:1])[C:17]2=[CH:18][CH:19]=[N:20][CH:21]=[C:16]2[C:5]2[C:6]([O:15][C:33](=[O:34])[CH2:32][CH2:31][CH2:30][N:24]3[CH2:29][CH2:28][CH2:27][CH2:26][CH2:25]3)=[CH:7][C:8]([CH2:10][CH2:11][CH2:12][CH2:13][CH3:14])=[CH:9][C:4]=2[O:3]1 |f:1.2,4.5|. Procedure: 5,5-Dimethyl-8-(1-pentyl)-10-[4-(piperidino)butyryloxy]-5H-[1]benzopyrano[3,4-d]pyridine hydrochloride is prepared according to the method of Example 29 by reacting equimolar quantities of 5,5-dimethyl-10-hydroxy-8-(1-pentyl)-5H-[1]benzopyrano[3,4-d]pyridine and γ-piperidinobutyric acid hydrochloride in the presence of dicyclohexylcarbodiimide. Starting materials: CC(C)(C)OC(=O)CC(NC(=O)Cn1cccc(NC(=O)OCc2ccccc2)c1=O)C(=O)COC(=O)c1c(Cl)cccc1Cl, ClCCl, O=C(O)C(F)(F)F. The product is O=C(O)CC(NC(=O)Cn1cccc(NC(=O)OCc2ccccc2)c1=O)C(=O)COC(=O)c1c(Cl)cccc1Cl. As a reaction SMILES: [CH2:1]([c:2]1[cH:3][cH:4][cH:5][cH:6][cH:7]1)[O:8][C:9](=[O:10])[NH:11][c:12]1[c:13](=[O:45])[n:14]([CH2:18][C:19](=[O:20])[NH:21][CH:22]([CH2:23][C:24](=[O:25])[O:26][C:27]([CH3:28])([CH3:29])[CH3:30])[C:31]([CH2:32][O:33][C:34]([c:35]2[c:36]([Cl:42])[cH:37][cH:38][cH:39][c:40]2[Cl:41])=[O:43])=[O:44])[cH:15][cH:16][cH:17]1.[Cl:53][CH2:54][Cl:55].[OH:46][C:47]([C:48]([F:49])([F:50])[F:51])=[O:52]>>[CH2:1]([c:2]1[cH:3][cH:4][cH:5][cH:6][cH:7]1)[O:8][C:9](=[O:10])[NH:11][c:12]1[c:13](=[O:45])[n:14]([CH2:18][C:19](=[O:20])[NH:21][CH:22]([CH2:23][C:24](=[O:25])[OH:26])[C:31]([CH2:32][O:33][C:34]([c:35]2[c:36]([Cl:42])[cH:37][cH:38][cH:39][c:40]2[Cl:41])=[O:43])=[O:44])[cH:15][cH:16][cH:17]1. The reactants are ClC1=C(C=CC=O)C=CC=C1 (2-chlorocinnamaldehyde), NNC(=S)N (thiosemicarbazide). The product is ClC1=C(C=CC=NNC(=S)N)C=CC=C1 (2-chlorocinnamaldehyde Thiosemicarbazone). The yield is 55.0%. As a reaction SMILES: [Cl:1][C:2]1[CH:11]=[CH:10][CH:9]=[CH:8][C:3]=1[CH:4]=[CH:5][CH:6]=O.[NH2:12][NH:13][C:14]([NH2:16])=[S:15]>>[Cl:1][C:2]1[CH:11]=[CH:10][CH:9]=[CH:8][C:3]=1[CH:4]=[CH:5][CH:6]=[N:12][NH:13][C:14]([NH2:16])=[S:15]. Procedure: The compound is prepared according to the method described in Example 1A from 2-chlorocinnamaldehyde (0.15 mmol) and from thiosemicarbazide (0.15 mmol). Yield 55%. Reactants: O1C(OCC1)C(C)[C@H]1CC[C@H]2[C@@H]3C=CC4=CC([C@H]5[C@@H]([C@]4(C)[C@H]3CC[C@]12C)O5)=O (20-(1,3-dioxolan-2-yl)-1α,2α-epoxypregna-4,6-dien-3-one), CC1(COC(OC1)C(C)[C@H]1CC[C@H]2[C@@H]3C=CC4=CC([C@H]5[C@@H]([C@]4(C)[C@H]3CC[C@]12C)O5)=O)C (20-(5,5-dimethyl-1,3-dioxan-2-yl)-1α,2α-epoxypregna-4,6-dien-3-one). The product is O1[C@@]23[C@H]([C@H]4[C@@H]5CC[C@H](CC)[C@]5(CC[C@@H]4[C@]4(CCC(C1=C24)=O)C)C)O3 (6α,7α-diepoxypregn-4-en-3-one). Yield: 75.0%. As a reaction SMILES: O1CCOC1C([C@@H]1[C@]2(C)[C@H]([C@H]3[C@H](CC2)[C@]2(C)C(=CC(=O)[C@@H:18]4[O:27][C@@H:19]42)C=C3)CC1)C.CC1(C)CO[CH:33]([CH:36]([C@@H:38]2[C@:55]3([CH3:56])[C@H:41]([C@H:42]4[C@H:52]([CH2:53][CH2:54]3)[C@:50]3([CH3:51])[C:45](=[CH:46][C:47](=[O:58])[C@@H:48]5[O:57][C@@H:49]53)C=C4)[CH2:40][CH2:39]2)C)OC1>>[O:57]1[C:48]2=[C:49]3[C@:50]([CH3:51])([CH2:45][CH2:46][C:47]2=[O:58])[C@@H:52]2[C@H:42]([C@H:41]4[C@:55]([CH3:56])([CH2:54][CH2:53]2)[C@@H:38]([CH2:36][CH3:33])[CH2:39][CH2:40]4)[C@@H:18]2[O:27][C@:19]123. Reported procedure: The procedure of Example 7 was repeated except that 0.295 g (0.769 mmole) of 20-(1,3-dioxolan-2-yl)-1α,2α-epoxypregna-4,6-dien-3-one was used in lieu of 0.328 g of 20-(5,5-dimethyl-1,3-dioxan-2-yl)-1α,2α-epoxypregna-4,6-dien-3-one to give 0.231 g of 20-(1,3-dioxolan-2-yl)-1α,2α;6α,7α-diepoxypregn-4-en-3-one (yield: 75%). Yields the product C1CCC(OCCC2CO2)OC1. As a reaction SMILES: [CH2:1]([CH2:2][CH:3]=[CH2:4])[O:5][CH:6]1[O:7][CH2:8][CH2:9][CH2:10][CH2:11]1.[Cl:12][c:13]1[cH:14][c:15]([C:20](=[O:17])[O:21][OH:22])[cH:16][cH:18][cH:19]1.[Cl:23][CH2:24][Cl:25]>>[CH2:1]([CH2:2][CH:3]1[CH2:4][O:17]1)[O:5][CH:6]1[O:7][CH2:8][CH2:9][CH2:10][CH2:11]1. Reactants: C=CCCOC1CCCCO1, O=C(OO)c1cccc(Cl)c1, ClCCl.